Dataset: the Open Reaction Database (ORD), a public repository of structured organic reaction records. Task: describe an organic reaction: reactants, conditions, products, and yield The reactants are IC1=NNC2=NC=NC(=C21)N (3-iodo-1H-pyrazolo[3,4-d]pyrimidin-4-amine), C(C1=CC=CC=C1)OC=1C=C(C=C(C1)F)B(O)O ((3-(benzyloxy)-5-fluorophenyl)boronic acid). Reagents/catalysts: C1=CC=C(C=C1)P([C-]2C=CC=C2)C3=CC=CC=C3.C1=CC=C(C=C1)P([C-]2C=CC=C2)C3=CC=CC=C3.[Fe+2] (dppf). Solvent: O (water), O1CCOCC1 (dioxane). Run at time 8 hour. Product: C(C1=CC=CC=C1)OC=1C=C(C=C(C1)F)C1=NNC2=NC=NC(=C21)N (3-(3-(benzyloxy)-5-fluorophenyl)-1H-pyrazolo[3,4-d]pyrimidin-4-amine). Isolated yield 33.1%. Reaction SMILES: I[C:2]1[C:10]2[C:5](=[N:6][CH:7]=[N:8][C:9]=2[NH2:11])[NH:4][N:3]=1.[CH2:12]([O:19][C:20]1[CH:21]=[C:22](B(O)O)[CH:23]=[C:24]([F:26])[CH:25]=1)[C:13]1[CH:18]=[CH:17][CH:16]=[CH:15][CH:14]=1>O1CCOCC1.O.C1C=CC(P(C2C=CC=CC=2)[C-]2C=CC=C2)=CC=1.C1C=CC(P(C2C=CC=CC=2)[C-]2C=CC=C2)=CC=1.[Fe+2]>[CH2:12]([O:19][C:20]1[CH:21]=[C:22]([C:2]2[C:10]3[C:5](=[N:6][CH:7]=[N:8][C:9]=3[NH2:11])[NH:4][N:3]=2)[CH:23]=[C:24]([F:26])[CH:25]=1)[C:13]1[CH:14]=[CH:15][CH:16]=[CH:17][CH:18]=1 |f:4.5.6|. Procedure: 3-iodo-1H-pyrazolo[3,4-d]pyrimidin-4-amine (6.10 mmol 1.591 g), (3-(benzyloxy)-5-fluorophenyl)boronic acid (4.06 mmol 1.0 g), dppf (0,610 mmol, 338 mg) Potassium phosphate anhydrous (10.16 mmol, 2.157 g) were suspended in dioxane and the mixture was heated at 180 C for 25 min in a Mw reactor then poured in 100 ml of water. The mixture was stirred overnight then filtered on a buchner funnel washing with 30 ml of water. The crude material was purified by chromatography eluting with DCM\ MeOH (80/2... Starting materials: C1CCOC1, Cc1cc(C2=C(C#C[Si](C)(C)C)C(C)(C)CC(C)(C)C2)ccc1F, CC(=O)O, CCCC[N+](CCCC)(CCCC)CCCC, [F-]. Yields the product C#CC1=C(c2ccc(F)c(C)c2)CC(C)(C)CC1(C)C. As a reaction SMILES: [CH2:47]1[O:48][CH2:49][CH2:50][CH2:51]1.[CH3:1][Si:2]([CH3:3])([CH3:4])[C:5]#[C:6][C:7]1=[C:8]([c:17]2[cH:18][c:19]([CH3:24])[c:20]([F:23])[cH:21][cH:22]2)[CH2:9][C:10]([CH3:15])([CH3:16])[CH2:11][C:12]1([CH3:13])[CH3:14].[CH3:25][C:26](=[O:27])[OH:28].[CH3:30][CH2:31][CH2:32][CH2:33][N+:34]([CH2:35][CH2:36][CH2:37][CH3:38])([CH2:39][CH2:40][CH2:41][CH3:42])[CH2:43][CH2:44][CH2:45][CH3:46].[F-:29]>>[CH:5]#[C:6][C:7]1=[C:8]([c:17]2[cH:18][c:19]([CH3:24])[c:20]([F:23])[cH:21][cH:22]2)[CH2:9][C:10]([CH3:15])([CH3:16])[CH2:11][C:12]1([CH3:13])[CH3:14]. The reactants are CS(C)=O, O=C(OCc1ccccc1)C(C(=O)OCc1ccccc1)c1c(Cl)c(F)nc(F)c1Cl, O. Yields the product O=C(Cc1c(Cl)c(F)nc(F)c1Cl)OCc1ccccc1. RXN SMILES: [CH3:33][S:34](=[O:35])[CH3:36].[Cl:1][c:2]1[c:3]([F:31])[n:4][c:5]([F:30])[c:6]([Cl:29])[c:7]1[CH:8]([C:9](=[O:10])[O:11][CH2:12][c:13]1[cH:14][cH:15][cH:16][cH:17][cH:18]1)[C:19]([O:20][CH2:21][c:22]1[cH:23][cH:24][cH:25][cH:26][cH:27]1)=[O:28].[OH2:32]>>[Cl:1][c:2]1[c:3]([F:31])[n:4][c:5]([F:30])[c:6]([Cl:29])[c:7]1[CH2:8][C:9](=[O:10])[O:11][CH2:12][c:13]1[cH:14][cH:15][cH:16][cH:17][cH:18]1. Starting materials: O1CCC(=CC1)C1=C(C=CC(=C1)C(=O)OC)C1=C(C=CC(=C1)OC)F (Methyl 2-(3,6-dihydro-2H-pyran-4-yl)-2′-fluoro-5′-(methyloxy)-1,1′-biphenyl-4-carboxylate), [H-].[H-].[H-].[H-].[Li+].[Al+3] (LAH), [OH-].[Na+] (NaOH). Run in C1CCOC1 (THF). Run at temperature 0 celsius, time 45 minute. Yields the product O1CCC(=CC1)C1=C(C=CC(=C1)CO)C1=C(C=CC(=C1)OC)F ((2-(3,6-Dihydro-2H-pyran-4-yl)-2′-fluoro-5′-(methyloxy)-1,1′-biphenyl-4-yl)methanol). Isolated yield 80.9%. As a reaction SMILES: [O:1]1[CH2:6][CH:5]=[C:4]([C:7]2[CH:12]=[C:11]([C:13](OC)=[O:14])[CH:10]=[CH:9][C:8]=2[C:17]2[CH:22]=[C:21]([O:23][CH3:24])[CH:20]=[CH:19][C:18]=2[F:25])[CH2:3][CH2:2]1.[H-].[H-].[H-].[H-].[Li+].[Al+3].[OH-].[Na+]>C1COCC1>[O:1]1[CH2:2][CH:3]=[C:4]([C:7]2[CH:12]=[C:11]([CH2:13][OH:14])[CH:10]=[CH:9][C:8]=2[C:17]2[CH:22]=[C:21]([O:23][CH3:24])[CH:20]=[CH:19][C:18]=2[F:25])[CH2:5][CH2:6]1 |f:1.2.3.4.5.6,7.8|. Reported procedure: To a cooled solution of 66.46F (452.7 mg, 1.3 mmol) in dry THF (10 mL) at 0° C. was added LAH (1.0 M in THF) (2.7 mL, 2.7 mmol) dropwise. Upon complete addition, the reaction was maintained at 0° C. and was monitored by TLC and LCMS. After 45 minutes, 1N NaOH was added to quench the reaction. The resulting solution was extracted three times with EtOAc. After drying over anhydrous magnesium sulfate, filtration, and concentration, the residue was purified by flash chromatography (silica gel 60, el... The reactants are C(=O)(C(F)(F)F)O (TFA), C(C)O (ethanol), S1C(=CC=C1)C1=CC=C(S1)C=O (5-(thiophen-2-yl)thiophene-2-carbaldehyde), NC=1SC(=C(C1C(=O)[O-])C(=O)[O-])N (2,5-diaminothiophene-3,4-dicarboxylate), S1C(=CC=C1)C=O (2-thiophene carboxaldehyde), C(=O)(C(F)(F)F)O (TFA). Run in C(C)(C)O (isopropanol). The product is S1C(=CC=C1)C1=CC=C(S1)C=NC=1SC(=C(C1C(=O)OCC)C(=O)OCC)N=CC=1SC=CC1 (diethyl 2-((5-(thiophen-2-yl)thiophen-2-yl)methyleneamino)-5-((thiophen-2-yl)methyleneamino)thiophene-3,4-dicarboxylate), powder. Isolated yield 63.0%. RXN SMILES: [NH2:1][C:2]1[S:3][C:4]([NH2:13])=[C:5]([C:10]([O-:12])=[O:11])[C:6]=1[C:7]([O-:9])=[O:8].[S:14]1[CH:18]=[CH:17][CH:16]=[C:15]1[CH:19]=O.[C:21](O)([C:23](F)(F)F)=O.[S:28]1[CH:32]=[CH:31][CH:30]=[C:29]1[C:33]1[S:37][C:36]([CH:38]=O)=[CH:35][CH:34]=1.[CH2:40](O)[CH3:41]>C(O)(C)C>[S:28]1[CH:32]=[CH:31][CH:30]=[C:29]1[C:33]1[S:37][C:36]([CH:38]=[N:1][C:2]2[S:3][C:4]([N:13]=[CH:19][C:15]3[S:14][CH:18]=[CH:17][CH:16]=3)=[C:5]([C:10]([O:12][CH2:21][CH3:23])=[O:11])[C:6]=2[C:7]([O:9][CH2:40][CH3:41])=[O:8])=[CH:35][CH:34]=1. Reported procedure: One-step synthesis of the title compound can be achieved by combining 2,5-diaminothiophene-3,4-dicarboxylate (15 mg, 0.5 mmol) with 2-thiophene carboxaldehyde (6.5 mg, 0.6 mmol), followed by refluxing in ethanol for 12 hours in the presence of a catalytic amount of TFA. After removal of the solvent, 5-(thiophen-2-yl)thiophene-2-carbaldehyde (11.3 mg, 0.5 mmol) in isopropanol was added in addition to a catalytic amount of TFA and the solution refluxed for 12 hours. The title compound was isolated... The reactants are O=C1N(C(C2=CC=CC=C12)=O)CCN(C=1C(=NC=C(C1)CC1=CC=C(C=C1)F)C(=O)OCC)C(CC(=O)OCC)=O (ethyl 3-{[2-(1,3-dioxo-1,3-dihydro-2H-isoindol-2-yl)ethyl][3-(ethyloxy)-3-oxopropanoyl]amino}-5-[(4-fluorophenyl)methyl]-2-pyridinecarboxylate), C1CCC2=NCCCN2CC1 (DBU), OS(=O)(=O)[O-].[Na+] (NaHSO4). Run in O (water), CCO (EtOH). Reaction conditions: time 15 minute. Yields the product O=C1N(C(C2=CC=CC=C12)=O)CCN1C(C(=C(C2=NC=C(C=C12)CC1=CC=C(C=C1)F)O)C(=O)OCC)=O (ethyl 1-[2-(1,3-dioxo-1,3-dihydro-2H-isoindol-2-yl)ethyl]-7-[(4-fluorophenyl)methyl]-4-hydroxy-2-oxo-1,2-dihydro-1,5-naphthyridine-3-carboxylate). Reaction SMILES: [O:1]=[C:2]1[C:10]2[C:5](=[CH:6][CH:7]=[CH:8][CH:9]=2)[C:4](=[O:11])[N:3]1[CH2:12][CH2:13][N:14]([C:34](=[O:41])[CH2:35][C:36]([O:38][CH2:39][CH3:40])=[O:37])[C:15]1[C:16]([C:29](OCC)=[O:30])=[N:17][CH:18]=[C:19]([CH2:21][C:22]2[CH:27]=[CH:26][C:25]([F:28])=[CH:24][CH:23]=2)[CH:20]=1.C1CCN2C(=NCCC2)CC1.OS([O-])(=O)=O.[Na+]>CCO.O>[O:11]=[C:4]1[C:5]2[C:10](=[CH:9][CH:8]=[CH:7][CH:6]=2)[C:2](=[O:1])[N:3]1[CH2:12][CH2:13][N:14]1[C:15]2[C:16](=[N:17][CH:18]=[C:19]([CH2:21][C:22]3[CH:23]=[CH:24][C:25]([F:28])=[CH:26][CH:27]=3)[CH:20]=2)[C:29]([OH:30])=[C:35]([C:36]([O:38][CH2:39][CH3:40])=[O:37])[C:34]1=[O:41] |f:2.3|. Procedure details: A solution of ethyl 3-{[2-(1,3-dioxo-1,3-dihydro-2H-isoindol-2-yl)ethyl][3-(ethyloxy)-3-oxopropanoyl]amino}-5-[(4-fluorophenyl)methyl]-2-pyridinecarboxylate (2.05 g, 3.65 mmol) in EtOH (75 mL) under nitrogen was treated with DBU (0.709 mL, 4.74 mmol). After stirring at ambient temperature for 15 min., the reaction mixture was treated with 1N NaHSO4 (5.0 mL). The resulting slurry was diluted with water, filtered, the filtered solid was washed with water, EtOH, and Et2O and thoroughly dried under ...